This data is from the Open Reaction Database (ORD), a public repository of structured organic reaction records. The task is: describe an organic reaction: reactants, conditions, products, and yield The reactants are C(C)OP(OCC)(=O)CC(CP(OCC)(OCC)=O)CO (2-hydroxymethyl-1,3-propylene-bisphosphonic acid tetraethylester), solution, N(=C=O)CCOC(C(=C)C)=O (isocyanatoethyl-methacrylate). The reagents and catalysts are [Sn] (tin). Solvent: ClCCl (dichloromethane), ClCCl (dichloromethane). Conditions: time 3 hour. The product is C(C)OP(OCC)(=O)CC(CP(OCC)(OCC)=O)COC(NCCOC(C(=C)C)=O)=O (2-[N-(2-methacryloyloxyethyl)-carbamoyloxymethyl]-1,3-propylene-bisphosphonic acid tetraethylester). The yield is 86.7%. RXN SMILES: [CH2:1]([O:3][P:4]([CH2:9][CH:10]([CH2:20][OH:21])[CH2:11][P:12](=[O:19])([O:16][CH2:17][CH3:18])[O:13][CH2:14][CH3:15])(=[O:8])[O:5][CH2:6][CH3:7])[CH3:2].[N:22]([CH2:25][CH2:26][O:27][C:28](=[O:32])[C:29]([CH3:31])=[CH2:30])=[C:23]=[O:24]>ClCCl.[Sn]>[CH2:14]([O:13][P:12]([CH2:11][CH:10]([CH2:20][O:21][C:23](=[O:24])[NH:22][CH2:25][CH2:26][O:27][C:28](=[O:32])[C:29]([CH3:31])=[CH2:30])[CH2:9][P:4](=[O:8])([O:5][CH2:6][CH3:7])[O:3][CH2:1][CH3:2])(=[O:19])[O:16][CH2:17][CH3:18])[CH3:15] |^3:35|. Reported procedure: A solution of 2-hydroxymethyl-1,3-propylene-bisphosphonic acid tetraethylester (4.8 g, 13.8 mmol) in anhydrous dichloromethane (6.0 ml) was added to a 1% solution of the tin catalyst Metatin 712 in anhydrous dichloromethane (4.0 ml). Then isocyanatoethyl-methacrylate (1.96 ml, 13.8 mmol) was added dropwise, and the reaction mixture was stirred for 3 h at room temperature. After concentrating in vacuo the obtained crude product was purified by column chromatography (eluent: ethyl acetate/methanol... The solvent is CO (methanol), CCOCC (Ether), O1CCCC1 (tetrahydrofuran), O (water), O (water), CO (methanol), CO (methanol). The reactants are C(C(=O)O)(=O)O (oxalic acid), N(=[N+]=[N-])C(C)C1=C(C=CC=C1)C1=NOC2=C1C=CC=C2 (3-[2-(1-azidoethyl)-phenyl]-1,2-benzisoxazole), C1(=CC=CC=C1)P(C1=CC=CC=C1)C1=CC=CC=C1 (triphenyl phosphine), Cl (hydrogen chloride). Product: Cl.O1N=C(C2=C1C=CC=C2)C2=C(C=CC=C2)C(N)C (2-(1,2-benzisoxazol-3-yl)-a-methyl-benzenemethanamine hydrochloride). Reaction conditions: time 2 day. Reaction SMILES: [N:1]([CH:4]([C:6]1[CH:11]=[CH:10][CH:9]=[CH:8][C:7]=1[C:12]1[C:16]2[CH:17]=[CH:18][CH:19]=[CH:20][C:15]=2[O:14][N:13]=1)[CH3:5])=[N+]=[N-].C1(P(C2C=CC=CC=2)C2C=CC=CC=2)C=CC=CC=1.C(O)(=O)C(O)=O.[ClH:46]>O1CCCC1.O.CO.CCOCC>[ClH:46].[O:14]1[C:15]2[CH:20]=[CH:19][CH:18]=[CH:17][C:16]=2[C:12]([C:7]2[CH:8]=[CH:9][CH:10]=[CH:11][C:6]=2[CH:4]([CH3:5])[NH2:1])=[N:13]1 |f:8.9|. Procedure details: To a stirred solution of 0.64 g of 3-[2-(1-azidoethyl)-phenyl]-1,2-benzisoxazole in 10 ml of tetrahydrofuran and 0.1 ml of water was added 0.71 g of triphenyl phosphine. The solution was stirred for 2 days then diluted with 25 ml of water and the solution was extracted with two 50 ml portions of ether and the organic layers were dried over sodium sulfate then evaporated to give a pale yellow gum. This residue was dissolved in a small amount of methanol and 0.37 g of oxalic acid was added and war... Starting materials: BrCCCc1ccccc1, CC(C)(C)OC(=O)N1CCC(CO)C1, C1CCOC1, [H-], [Na+]. Reaction SMILES: [Br:17][CH2:18][CH2:19][CH2:20][c:21]1[cH:22][cH:23][cH:24][cH:25][cH:26]1.[C:3]([CH3:4])([CH3:5])([CH3:6])[O:7][C:8](=[O:9])[N:10]1[CH2:11][CH:12]([CH2:15][OH:16])[CH2:13][CH2:14]1.[CH2:27]1[O:28][CH2:29][CH2:30][CH2:31]1.[H-:2].[Na+:1]>>[C:3]([CH3:4])([CH3:5])([CH3:6])[O:7][C:8](=[O:9])[N:10]1[CH2:11][CH:12]([CH2:15][O:16][CH2:18][CH2:19][CH2:20][c:21]2[cH:22][cH:23][cH:24][cH:25][cH:26]2)[CH2:13][CH2:14]1. Product: CC(C)(C)OC(=O)N1CCC(COCCCc2ccccc2)C1. Reactants: C(C)(=O)C(CCCCCCC(=O)OCC)CCC=C(CCCCC)C (ethyl 8-acetyl-12-methyl-11-heptadecenoate), [BH4-].[Na+] (sodium borohydride), Mercuric acetate, [OH-].[Na+] (sodium hydroxide), [OH-].[Na+] (sodium hydroxide). Run in O1CCCC1 (tetrahydrofuran), O1CCCC1 (tetrahydrofuran), O (water). Reaction conditions: time 24 hour. Yields the product C(C)(=O)C(CCCCCCC(=O)OCC)CCCC(CCCCC)(C)O (Ethyl 8-Acetyl-12-hydroxy-12-methylheptadecanoate). Reaction SMILES: [C:1]([CH:4]([CH2:16][CH2:17][CH:18]=[C:19]([CH3:25])[CH2:20][CH2:21][CH2:22][CH2:23][CH3:24])[CH2:5][CH2:6][CH2:7][CH2:8][CH2:9][CH2:10][C:11]([O:13][CH2:14][CH3:15])=[O:12])(=[O:3])[CH3:2].[OH-:26].[Na+].[BH4-].[Na+]>O.O1CCCC1>[C:1]([CH:4]([CH2:16][CH2:17][CH2:18][C:19]([OH:26])([CH3:25])[CH2:20][CH2:21][CH2:22][CH2:23][CH3:24])[CH2:5][CH2:6][CH2:7][CH2:8][CH2:9][CH2:10][C:11]([O:13][CH2:14][CH3:15])=[O:12])(=[O:3])[CH3:2] |f:1.2,3.4|. Procedure: Mercuric acetate (3.8 g., 0.012 mole) is dissolved in water (12 ml.) and tetrahydrofuran (20 ml.) is added to give a suspension of a yellow solid. Then, ethyl 8-acetyl-12-methyl-11-heptadecenoate (4.2 g., 0.012 mole) in tetrahydrofuran (20 ml.) is added, and the mixture stirred at room temperature for 24 hours. After 6 hours, the yellow suspended solid has disappeared and a cloudy solution results. To the solution is added 3M sodium hydroxide solution (12 ml.), followed by 0.5M sodium borohydrid... The reactants are O=C(Cl)c1ccccc1, O=C(CCc1c(-c2ccc(Cl)cc2)[nH]c2ccc(Cl)cc12)N1CCNCC1, c1ccncc1. The product is O=C(CCc1c(-c2ccc(Cl)cc2)[nH]c2ccc(Cl)cc12)N1CCN(C(=O)c2ccccc2)CC1. As a reaction SMILES: [C:1]([c:2]1[cH:3][cH:4][cH:5][cH:6][cH:7]1)(=[O:8])[Cl:9].[Cl:10][c:11]1[cH:12][c:13]2[c:14]([CH2:27][CH2:28][C:29](=[O:30])[N:31]3[CH2:32][CH2:33][NH:34][CH2:35][CH2:36]3)[c:15](-[c:20]3[cH:21][cH:22][c:23]([Cl:26])[cH:24][cH:25]3)[nH:16][c:17]2[cH:18][cH:19]1.[cH:37]1[cH:38][cH:39][n:40][cH:41][cH:42]1>>[C:1]([c:2]1[cH:3][cH:4][cH:5][cH:6][cH:7]1)(=[O:8])[N:34]1[CH2:33][CH2:32][N:31]([C:29]([CH2:28][CH2:27][c:14]2[c:13]3[cH:12][c:11]([Cl:10])[cH:19][cH:18][c:17]3[nH:16][c:15]2-[c:20]2[cH:21][cH:22][c:23]([Cl:26])[cH:24][cH:25]2)=[O:30])[CH2:36][CH2:35]1. Reactants: ClC=1C=C(C=CC1)CCC(=O)C1=CC=CC=C1 (3-(3-chlorophenyl)-1-phenylpropan-1-one), ClC=1C=C(C=CC1)CC/C(=C/C(=O)OCC)/C1=CC=CC=C1 ((Z)-ethyl 5-(3-chloro-phenyl)-3-phenylpent-2-enoate). Yields the product ClC=1C=C(C=CC1)CC\C(=C/C(=O)OCC)\C1=CC=CC=C1 ((E)-ethyl 5-(3-chlorophenyl)-3-phenylpent-2-enoate). Reaction SMILES: ClC1C=C(CCC(C2C=CC=CC=2)=O)C=CC=1.[Cl:18][C:19]1[CH:20]=[C:21]([CH2:25][CH2:26]/[C:27](/[C:34]2[CH:39]=[CH:38][CH:37]=[CH:36][CH:35]=2)=[CH:28]/[C:29]([O:31][CH2:32][CH3:33])=[O:30])[CH:22]=[CH:23][CH:24]=1>>[Cl:18][C:19]1[CH:20]=[C:21]([CH2:25][CH2:26]/[C:27](/[C:34]2[CH:39]=[CH:38][CH:37]=[CH:36][CH:35]=2)=[CH:28]\[C:29]([O:31][CH2:32][CH3:33])=[O:30])[CH:22]=[CH:23][CH:24]=1. Procedure details: By a procedure similar to that of example 1.85.3, starting from 3-(3-chlorophenyl)-1-phenylpropan-1-one, (Z)-ethyl 5-(3-chloro-phenyl)-3-phenylpent-2-enoate and (E)-ethyl 5-(3-chlorophenyl)-3-phenylpent-2-enoate were obtained as colourless oils.